The task is: describe an organic reaction: reactants, conditions, products, and yield. This data is from the Open Reaction Database (ORD), a public repository of structured organic reaction records. RXN SMILES: [C:1](#[N:2])[c:3]1[c:4](-[c:9]2[cH:10][c:11]3[c:12]([cH:23][cH:24]2)[C:13]2([CH3:22])[CH2:14][CH2:15][C:16](=[O:21])[NH:17][CH:18]2[CH2:19][CH2:20]3)[cH:5][cH:6][cH:7][cH:8]1.[C:25]([OH:26])([CH3:27])([CH3:28])[CH3:29].[CH3:30][C:31]([CH3:32])([O-:33])[CH3:34].[CH3:36][I:37].[CH3:38][CH2:39][O:40][C:41](=[O:42])[CH3:43].[K+:35]>>[C:1](#[N:2])[c:3]1[c:4](-[c:9]2[cH:10][c:11]3[c:12]([cH:23][cH:24]2)[C:13]2([CH3:22])[CH2:14][CH2:15][C:16](=[O:21])[N:17]([CH3:25])[CH:18]2[CH2:19][CH2:20]3)[cH:5][cH:6][cH:7][cH:8]1. The product is CN1C(=O)CCC2(C)c3ccc(-c4ccccc4C#N)cc3CCC12. Starting materials: CC12CCC(=O)NC1CCc1cc(-c3ccccc3C#N)ccc12, CC(C)(C)O, CC(C)(C)[O-], CI, CCOC(C)=O, [K+]. Starting materials: Fc1cccc(CBr)c1F, Nc1cc(O)nc(S)n1, [Na+], C1CCOC1, [OH-], O, O. Yields the product Nc1cc(O)nc(SCc2cccc(F)c2F)n1. As a reaction SMILES: [F:13][c:14]1[c:15]([CH2:16][Br:17])[cH:18][cH:19][cH:20][c:21]1[F:22].[NH2:2][c:3]1[n:4][c:5]([SH:10])[n:6][c:7]([OH:9])[cH:8]1.[Na+:12].[O:24]1[CH2:25][CH2:26][CH2:27][CH2:28]1.[OH-:11].[OH2:1].[OH2:23]>>[NH2:2][c:3]1[n:4][c:5]([S:10][CH2:16][c:15]2[c:14]([F:13])[c:21]([F:22])[cH:20][cH:19][cH:18]2)[n:6][c:7]([OH:9])[cH:8]1.